This data is from the Open Reaction Database (ORD), a public repository of structured organic reaction records. The task is: describe an organic reaction: reactants, conditions, products, and yield Reactants: O (water), C(=O)(OCC)C1=CC=C(C=C1)S(=O)(=O)Cl (4-carbethoxybenzenesulfonyl chloride), NC1=CC=C(C=C1)S(=O)(=O)C=CC#N (3-(4-aminobenzenesulfonyl)acrylonitrile), C([O-])(O)=O.[Na+] (Sodium bicarbonate). Run in CC(=O)C (acetone), CC(=O)C (acetone). Yields the product C(=O)(OCC)C1=CC=C(C=C1)S(=O)(=O)NC1=CC=C(C=C1)S(=O)(=O)C=CC#N (3-[4-(4-CARBETHOXYBENZENESULFONAMIDO)BENZENESULFONYL]ACRYLONITRILE). Reaction SMILES: [NH2:1][C:2]1[CH:7]=[CH:6][C:5]([S:8]([CH:11]=[CH:12][C:13]#[N:14])(=[O:10])=[O:9])=[CH:4][CH:3]=1.O.C(=O)(O)[O-].[Na+].[C:21]([C:26]1[CH:31]=[CH:30][C:29]([S:32](Cl)(=[O:34])=[O:33])=[CH:28][CH:27]=1)([O:23][CH2:24][CH3:25])=[O:22]>CC(C)=O>[C:21]([C:26]1[CH:31]=[CH:30][C:29]([S:32]([NH:1][C:2]2[CH:3]=[CH:4][C:5]([S:8]([CH:11]=[CH:12][C:13]#[N:14])(=[O:10])=[O:9])=[CH:6][CH:7]=2)(=[O:33])=[O:34])=[CH:28][CH:27]=1)([O:23][CH2:24][CH3:25])=[O:22] |f:2.3|. Procedure: 6.3 grams (0.03 mol) of 3-(4-aminobenzenesulfonyl)acrylonitrile are dissolved in 70 ml of acetone, and 30 ml water are added thereto. Sodium bicarbonate (2.6 g, 0.03 mol) is added with stirring, followed by a solution of 7 g (0.03 mol) of 4-carbethoxybenzenesulfonyl chloride in 30 ml acetone. The reaction mixture is stirred overnight, filtered and the filtrate diluted with 750 ml water. The dark, cream-colored solid which separates and which is recovered by filtration and drying constitutes 3-[4... The reactants are [OH-].[Na+] (sodium hydroxide), C(#N)C1=CC=NC=C1 (4-cyanopyridine), C(C)[Mg]Br (ethylmagnesium bromide), B.O1CCCC1 (borane tetrahydrofuran). Product: N1=CC=C(C=C1)C1(CC1)N (1-(Pyridin-4-yl)cyclopropanamine). RXN SMILES: [C:1]([C:3]1[CH:8]=[CH:7][N:6]=[CH:5][CH:4]=1)#[N:2].[CH2:9]([Mg]Br)[CH3:10].B.O1CCCC1.[OH-].[Na+]>C(OCC)C.Cl.C(O[Ti](OC(C)C)(OC(C)C)OC(C)C)(C)C>[N:6]1[CH:7]=[CH:8][C:3]([C:1]2([NH2:2])[CH2:10][CH2:9]2)=[CH:4][CH:5]=1 |f:2.3,4.5|. Run in C(C)OCC (diethyl ether), C(C)OCC (diethyl ether), Cl (hydrochloric acid). Reported procedure: To 4-cyanopyridine (1.04 g, 10 mmol) in diethyl ether (50 mL), tetraisopropoxytitanium (3.27 mL, 11 mmol) and ethylmagnesium bromide (6.3 mL, 22 mmol, 3 M in diethyl ether) were added dropwise in a nitrogen stream at −78° C., and after 10 minutes, the reaction solution was warmed to room temperature and stirred for 1.5 hours and then stirred with a borane-tetrahydrofuran complex (21.5 mL, 20 mmol. 0.93 M in tetrahydrofuran) for 1 hour. After completion of the reaction, the reaction solution was ... Reaction conditions: time 10 minute. The reagents and catalysts are C(C)(C)O[Ti](OC(C)C)(OC(C)C)OC(C)C (tetraisopropoxytitanium). Isolated yield 2.6%. The product is OCCCN1N=CC(=C1)C1=CC=C(C(=N1)C(NC)=O)NC1=NC(=NC=C1C(F)(F)F)NC1=C(C=C(CP(OCC)(OCC)=O)C=C1)C (diethyl (4-{[4-({6-[1-(3-hydroxypropyl)-1H-pyrazol-4-yl]-2-(methylcarbamoyl)pyridin-3-yl}amino)-5-(trifluoromethyl)pyrimidin-2-yl]amino}-3-methyl benzyl)phosphonate). The yield is 66.0%. Reported procedure: Prepared analogously to Compound 1B replacing Compound 1C with Compound 6C and Compound 1 E with diethyl (4-{[4-chloro-5-(trifluoromethyl)pyrimidin-2-yl]amino}-3-methylbenzyl)phosphonate (Compound 33C, 339 mg, 774 μmol) to afford 345 mg of the title compound (66%). 1H NMR (400 MHz, CD3OD) δ 8.90 (br. s., 1H), 8.49 (s, 1H), 8.31 (d, J=10.1 Hz, 2H), 7.63 (d, J=9.1 Hz, 1H), 7.35-7.39 (m, 1H), 7.33 (s, 1H), 7.24-7.31 (m, 1H), 4.32 (t, J=7.0 Hz, 2H), 4.11 (quin, J=7.3 Hz, 4H), 3.56-3.61 (m, 2H), 3.33... Starting materials: OCCCN1N=CC(=C1)C=1C=CC(=C2C(N(CC12)C)=O)NC1=NC(=NC=C1C(F)(F)F)NC1=C(C=C(CP(OCC)(OCC)=O)C=C1)OC (diethyl (4-{[4-({7-[1-(3-hydroxypropyl)-1H-pyrazol-4-yl]-2-methyl-3-oxo-2,3-dihydro-1H-isoindol-4-yl}amino)-5-(trifluoromethyl)pyrimidin-2-yl]amino}-3-methoxybenzyl)phosphonate), ClC1=NC(=NC=C1C(F)(F)F)NC1=C(C=C(CP(OCC)(OCC)=O)C=C1)C (diethyl (4-{[4-chloro-5-(trifluoromethyl)pyrimidin-2-yl]amino}-3-methylbenzyl)phosphonate), ClC1=NC(=NC=C1C(F)(F)F)NC1=C(C=C(CP(OCC)(OCC)=O)C=C1)C (diethyl (4-{[4-chloro-5-(trifluoromethyl)pyrimidin-2-yl]amino}-3-methylbenzyl)phosphonate), NC=1C(=NC(=CC1)C=1C=NN(C1)CCCO)C(=O)NC (3-amino-6-[1-(3-hydroxypropyl)-1H-pyrazol-4-yl]-N-methylpyridine-2-carboxamide), C(C)OP1(OCCCCN2N=CC(C3=NC(=C(NC4=C(C=NC(NC5=CC=C(C1)C=C5)=N4)C(F)(F)F)C=C3)C(=O)NC)=C2)=O (11-ethoxy-N-methyl-21-(trifluoromethyl)-10-oxa-4,5,17,19,23,26,29-heptaaza-11-phosphapentacyclo[22.2.2.213,16.12,5.118,22]dotriaconta-1(26),2(32),3,13,15,18(29),19,21,24,27,30-undecaene-25-carboxamide 11-oxide). RXN SMILES: OCCCN1C=C(C2C=CC(NC3C(C(F)(F)F)=CN=C(NC4C=CC(CP(=O)(OCC)OCC)=CC=4OC)N=3)=C3C=2CN(C)C3=O)C=N1.[NH2:50][C:51]1[C:52]([C:66]([NH:68][CH3:69])=[O:67])=[N:53][C:54]([C:57]2[CH:58]=[N:59][N:60]([CH2:62][CH2:63][CH2:64][OH:65])[CH:61]=2)=[CH:55][CH:56]=1.C(OP1(=O)CC2C=CC(=CC=2)NC2=NC(=C(C(F)(F)F)C=N2)NC2C=CC(=NC=2C(NC)=O)C2=CN(N=C2)CCCCO1)C.Cl[C:115]1[C:120]([C:121]([F:124])([F:123])[F:122])=[CH:119][N:118]=[C:117]([NH:125][C:126]2[CH:140]=[CH:139][C:129]([CH2:130][P:131](=[O:138])([O:135][CH2:136][CH3:137])[O:132][CH2:133][CH3:134])=[CH:128][C:127]=2[CH3:141])[N:116]=1>>[OH:65][CH2:64][CH2:63][CH2:62][N:60]1[CH:61]=[C:57]([C:54]2[N:53]=[C:52]([C:66](=[O:67])[NH:68][CH3:69])[C:51]([NH:50][C:119]3[C:120]([C:121]([F:124])([F:122])[F:123])=[CH:115][N:116]=[C:117]([NH:125][C:126]4[CH:140]=[CH:139][C:129]([CH2:130][P:131](=[O:138])([O:135][CH2:136][CH3:137])[O:132][CH2:133][CH3:134])=[CH:128][C:127]=4[CH3:141])[N:118]=3)=[CH:56][CH:55]=2)[CH:58]=[N:59]1. Procedure: In a similar fashion using route 14 general procedure 27, 4-trifluoromethyl-quinolin-8-ylamine (Intermediate 469) (325 mg, 1.53 mmol), 4-chloro-2-nitrobenzenesulfonylchloride (Intermediate 454) (507 mg, 1.99 mmol), DMAP (cat.), pyridine (0.5 ml), and DCM (5 ml) gave the title compound (400 mg, 60%) after purification by column chromatography with DCM as the eluent. Yields the product ClC1=CC(=C(C=C1)S(=O)(=O)NC=1C=CC=C2C(=CC=NC12)C(F)(F)F)[N+](=O)[O-] (4-Chloro-2-nitro-N-(4-trifluoromethyl-quinolin-8-yl)-benzenesulfonamide). Reactants: N1=CC=CC=C1 (pyridine), FC(C1=CC=NC2=C(C=CC=C12)N)(F)F (4-trifluoromethyl-quinolin-8-ylamine), ClC1=CC(=C(C=C1)S(=O)(=O)Cl)[N+](=O)[O-] (4-chloro-2-nitrobenzenesulfonylchloride), FC(C1=CC=NC2=C(C=CC=C12)N)(F)F (4-trifluoromethyl-quinolin-8-ylamine), ClC1=CC(=C(C=C1)S(=O)(=O)Cl)[N+](=O)[O-] (4-chloro-2-nitrobenzenesulfonylchloride). Solvent: C(Cl)Cl (DCM). Reagents/catalysts: CN(C)C=1C=CN=CC1 (DMAP). Reaction SMILES: [F:1][C:2]([F:15])([F:14])[C:3]1[C:12]2[C:7](=[C:8]([NH2:13])[CH:9]=[CH:10][CH:11]=2)[N:6]=[CH:5][CH:4]=1.[Cl:16][C:17]1[CH:22]=[CH:21][C:20]([S:23](Cl)(=[O:25])=[O:24])=[C:19]([N+:27]([O-:29])=[O:28])[CH:18]=1.N1C=CC=CC=1>CN(C1C=CN=CC=1)C.C(Cl)Cl>[Cl:16][C:17]1[CH:22]=[CH:21][C:20]([S:23]([NH:13][C:8]2[CH:9]=[CH:10][CH:11]=[C:12]3[C:7]=2[N:6]=[CH:5][CH:4]=[C:3]3[C:2]([F:1])([F:14])[F:15])(=[O:25])=[O:24])=[C:19]([N+:27]([O-:29])=[O:28])[CH:18]=1. The yield is 60.5%.